This data is from the Open Reaction Database (ORD), a public repository of structured organic reaction records. The task is: describe an organic reaction: reactants, conditions, products, and yield The reactants are CCc1ccc(N)cc1, CC(C)(C)[O-], Cc1ccccc1, Fc1ccc(F)c(Br)c1F, [Na+], c1ccc(P(c2ccccc2)c2ccc3ccccc3c2-c2c(P(c3ccccc3)c3ccccc3)ccc3ccccc23)cc1. Yields the product CCc1ccc(Nc2c(F)ccc(F)c2F)cc1. RXN SMILES: [CH2:1]([CH3:2])[c:3]1[cH:4][cH:5][c:6]([NH2:7])[cH:8][cH:9]1.[CH3:66][C:67]([CH3:68])([O-:69])[CH3:70].[CH3:72][c:73]1[cH:74][cH:75][cH:76][cH:77][cH:78]1.[F:10][c:11]1[c:12]([Br:19])[c:13]([F:18])[cH:14][cH:15][c:16]1[F:17].[Na+:71].[cH:20]1[cH:21][cH:22][c:23]([P:24]([c:25]2[cH:26][cH:27][c:28]3[c:29]([cH:30][cH:31][cH:32][cH:33]3)[c:34]2-[c:35]2[c:36]3[c:37]([cH:38][cH:39][cH:40][cH:41]3)[cH:42][cH:43][c:44]2[P:45]([c:46]2[cH:47][cH:48][cH:49][cH:50][cH:51]2)[c:52]2[cH:53][cH:54][cH:55][cH:56][cH:57]2)[c:58]2[cH:59][cH:60][cH:61][cH:62][cH:63]2)[cH:64][cH:65]1>>[CH2:1]([CH3:2])[c:3]1[cH:4][cH:5][c:6]([NH:7][c:12]2[c:11]([F:10])[c:16]([F:17])[cH:15][cH:14][c:13]2[F:18])[cH:8][cH:9]1. Starting materials: ClC=1C=C(CC2CCC=3NC(=CC32)C(=O)OC)C=CC1F (methyl 4-(3-chloro-4-fluorobenzyl)-1,4,5,6-tetrahydrocyclopenta[b]pyrrole-2-carboxylate), [OH-].[Li+] (lithium hydroxide), CO (methanol). Run in C1CCOC1 (THF). Yields the product ClC=1C=C(CC2CCC=3NC(=CC32)C(=O)O)C=CC1F (4-(3-chloro-4-fluorobenzyl)-1,4,5,6-tetrahydrocyclopenta[b]pyrrole-2-carboxylic acid). RXN SMILES: [Cl:1][C:2]1[CH:3]=[C:4]([CH:18]=[CH:19][C:20]=1[F:21])[CH2:5][CH:6]1[C:13]2[CH:12]=[C:11]([C:14]([O:16]C)=[O:15])[NH:10][C:9]=2[CH2:8][CH2:7]1.[OH-].[Li+].CO>C1COCC1>[Cl:1][C:2]1[CH:3]=[C:4]([CH:18]=[CH:19][C:20]=1[F:21])[CH2:5][CH:6]1[C:13]2[CH:12]=[C:11]([C:14]([OH:16])=[O:15])[NH:10][C:9]=2[CH2:8][CH2:7]1 |f:1.2|. Reported procedure: The title compound was synthesized from methyl 4-(3-chloro-4-fluorobenzyl)-1,4,5,6-tetrahydrocyclopenta[b]pyrrole-2-carboxylate (0.034 g, 0.11 mmol) and lithium hydroxide (0.023 g, 0.55 mmol), according to General Procedure 7. A 1:1 mixture of methanol (MeOH) and THF (6 mL) was used. The resulting product was purified by column chromatography (Isco CombiFlash) eluting with a gradient of 0-100% EtOAc/heptane to afford the title compound. 17 mg. 1H NMR (400 MHz, METHANOL-d4) δ ppm 1.97-2.16 (m, 1H... The reactants are BrC=1C=C(C=C(C1)F)C1=CC(=NN1C1=CC(=C(C=C1)F)Cl)C(=O)OCC (Ethyl 5-(3-bromo-5-fluorophenyl)-1-(3-chloro-4-fluorophenyl)-1H-pyrazole-3-carboxylate), [OH-].[K+] (potassium hydroxide), C(C)(C)(C)P(C1=C(C=CC=C1)C1=C(C=C(C=C1C(C)C)C(C)C)C(C)C)C(C)(C)C (2-di-tert-butylphosphino-2′,4′,6′-triisopropylbiphenyl), Cl (hydrogen chloride). The reagents and catalysts are C=1C=CC(=CC1)/C=C/C(=O)/C=C/C2=CC=CC=C2.C=1C=CC(=CC1)/C=C/C(=O)/C=C/C2=CC=CC=C2.C=1C=CC(=CC1)/C=C/C(=O)/C=C/C2=CC=CC=C2.[Pd].[Pd] (tris(dibenzylideneacetone)dipalladium(0)). Solvent: O1CCOCC1 (1,4-dioxane), O (water). Conditions: temperature 80 celsius. Product: ClC=1C=C(C=CC1F)N1N=C(C=C1C1=CC(=CC(=C1)O)F)C(=O)O (1-(3-Chloro-4-fluorophenyl)-5-(3-fluoro-5-hydroxyphenyl)-1H-pyrazole-3-carboxylic acid). RXN SMILES: Br[C:2]1[CH:3]=[C:4]([C:9]2[N:13]([C:14]3[CH:19]=[CH:18][C:17]([F:20])=[C:16]([Cl:21])[CH:15]=3)[N:12]=[C:11]([C:22]([O:24]CC)=[O:23])[CH:10]=2)[CH:5]=[C:6]([F:8])[CH:7]=1.[OH-:27].[K+].C(P(C(C)(C)C)C1C=CC=CC=1C1C(C(C)C)=CC(C(C)C)=CC=1C(C)C)(C)(C)C.Cl>O1CCOCC1.O.C1C=CC(/C=C/C(/C=C/C2C=CC=CC=2)=O)=CC=1.C1C=CC(/C=C/C(/C=C/C2C=CC=CC=2)=O)=CC=1.C1C=CC(/C=C/C(/C=C/C2C=CC=CC=2)=O)=CC=1.[Pd].[Pd]>[Cl:21][C:16]1[CH:15]=[C:14]([N:13]2[C:9]([C:4]3[CH:3]=[C:2]([OH:27])[CH:7]=[C:6]([F:8])[CH:5]=3)=[CH:10][C:11]([C:22]([OH:24])=[O:23])=[N:12]2)[CH:19]=[CH:18][C:17]=1[F:20] |f:1.2,7.8.9.10.11|. Reported procedure: 200 mg (0.453 mmol) of the compound of Example 52A are provided in a mixture of 1.5 ml of 1,4-dioxane and 0.9 ml of degassed water under argon, 152 mg (2.72 mmol) of potassium hydroxide, 23.1 mg (0.054 mmol) of 2-di-tert-butylphosphino-2′,4′,6′-triisopropylbiphenyl and 16.6 mg (0.018 mmol) of tris(dibenzylideneacetone)dipalladium(0) are added, and the mixture is heated at 80° C. overnight. A 1N aqueous hydrogen chloride solution is subsequently added until the pH is acidic, and the reaction mixt...